Dataset: the Open Reaction Database (ORD), a public repository of structured organic reaction records. Task: describe an organic reaction: reactants, conditions, products, and yield The reactants are ClC=1C2=CC=CC=C2N=C2C=CC=CC12 (9-chloroacridine), C1(=CC=CC=C1)O (phenol), C(CN)N (ethylene diamine). Run in [OH-].[Na+] (NaOH). Reaction conditions: temperature 110 celsius. Yields the product Cl.C1=CC=CC2=NC3=CC=CC=C3C(=C12)NCCN (N1-(acridin-9-yl)ethane-1,2-diamine hydrochloride). Yield: 52.5%. As a reaction SMILES: [Cl:1][C:2]1[C:3]2[C:8]([N:9]=[C:10]3[C:15]=1[CH:14]=[CH:13][CH:12]=[CH:11]3)=[CH:7][CH:6]=[CH:5][CH:4]=2.C1(O)C=CC=CC=1.[CH2:23]([NH2:26])[CH2:24][NH2:25]>[OH-].[Na+]>[ClH:1].[CH:4]1[C:3]2[C:8](=[N:9][C:10]3[C:15]([C:2]=2[NH:25][CH2:24][CH2:23][NH2:26])=[CH:14][CH:13]=[CH:12][CH:11]=3)[CH:7]=[CH:6][CH:5]=1 |f:3.4,5.6|. Reported procedure: A mixture of 9-chloroacridine (1.21 g, 5.7 mmol) and phenol (10.8 g, 57 mmol) was mixed and heated at 110° C. for 45 min under argon. Distilled ethylene diamine (3.4 g, 57 mmol) was added via syringe. After the reaction mixture was heated at 110° C. for additional 2 hrs, it was poured into 2N NaOH solution (60 mL). The product was extracted with ethyl ether (3×100 mL). The combined organic layer was washed with 2N NaOH solution (40 mL) and water (2×100 mL) and dried with anhydrous potassium carb... Reactants: [H-].[Na+] (NaH), alkyl halide, C(C)(=O)OCCCBr (3-bromopropyl acetate), N1C=CC2=CC=CC=C12 (indole). Run in CN(C)C=O (DMF), CN(C)C=O (DMF), CN(C)C=O (DMF). Conditions: temperature 50 celsius, time 45 minute. Yields the product C(C)(=O)OCCCN1C=CC2=CC=CC=C12 (N-(3-acetoxypropyl)-indole). RXN SMILES: [H-].[Na+].[NH:3]1[C:11]2[C:6](=[CH:7][CH:8]=[CH:9][CH:10]=2)[CH:5]=[CH:4]1.[C:12]([O:15][CH2:16][CH2:17][CH2:18]Br)(=[O:14])[CH3:13]>CN(C=O)C>[C:12]([O:15][CH2:16][CH2:17][CH2:18][N:3]1[C:11]2[C:6](=[CH:7][CH:8]=[CH:9][CH:10]=2)[CH:5]=[CH:4]1)(=[O:14])[CH3:13] |f:0.1|. Reported procedure: To a stirred 0° C. DMF (400 mL) suspension of NaH (60% in mineral oil, 0.705 moles, 28.2 g, 1.5 eq.) in a three-neck flask fitted with a reflux condenser and an addition funnel was added a DMF (150 mL) solution of indole (55 g, 0.47 moles) dropwise. After 30-60 minutes, a DMF (50 mL) solution of the alkyl halide, 3-bromopropyl acetate (170 g, 0.94 moles) was added. The reaction was heated at 50° C. for 6 hours and then allowed to stir at room temperature for 5-15 hours. Reactants: BrC1=CC(=C(C(=O)NC(C(=O)O)CC2=C(C=C(C=C2)Cl)Cl)C=C1)NS(=O)(=O)C1=C(C=CC=C1F)F (2-[4-Bromo-2-(2,6-difluoro-benzenesulfonylamino)-benzoylamino]-3-(2,4-dichloro-phenyl)-propionic acid), N[C@H](C(=O)O)CC1=C(C=C(C=C1)Cl)Cl ((S)-2-Amino-3-(2,4-dichloro-phenyl)-propionic acid). Yields the product Cl.COC([C@H](CC1=C(C=C(C=C1)Cl)Cl)N)=O ((S)-2-amino-3-(2,4-dichloro-phenyl)-propionic acid methyl ester hydrochloride). Reaction SMILES: Br[C:2]1C=CC(C(NC(CC2C=CC([Cl:20])=CC=2Cl)C(O)=O)=O)=C(NS(C2C(F)=CC=CC=2F)(=O)=O)C=1.[NH2:36][C@@H:37]([CH2:41][C:42]1[CH:47]=[CH:46][C:45]([Cl:48])=[CH:44][C:43]=1[Cl:49])[C:38]([OH:40])=[O:39]>>[ClH:20].[CH3:2][O:39][C:38](=[O:40])[C@@H:37]([NH2:36])[CH2:41][C:42]1[CH:47]=[CH:46][C:45]([Cl:48])=[CH:44][C:43]=1[Cl:49] |f:2.3|. Reported procedure: 2-[4-Bromo-2-(2,6-difluoro-benzenesulfonylamino)-benzoylamino]-3-(2,4-dichloro-phenyl)-propionic acid. (S)-2-Amino-3-(2,4-dichloro-phenyl)-propionic acid was treated as in EXAMPLE 2, Part A, to produce (S)-2-amino-3-(2,4-dichloro-phenyl)-propionic acid methyl ester hydrochloride as a white solid. This ester was coupled with 4-bromo-2-(2,6-difluoro-benzenesulfonylamino)-benzoic acid as in EXAMPLE 1, Part C. The resulting methyl ester was hydrolyzed as in EXAMPLE 2, Part E, to afford title compoun... Reactants: ClC=1C=C(C=CC1)C(C(=O)N1[C@H](C(=O)OC(C)(C)C)CCC1)(C=1C=NC=CC1)O (tert-butyl 1-[(3-chlorophenyl)(hydroxy)pyridin-3-ylacetyl]-L-prolinate), Cl (hydrochloric acid). The solvent is C1CCOC1 (THF). Product: ClC=1C=C(C=CC1)C(C(=O)N1[C@H](C(=O)O)CCC1)(C=1C=NC=CC1)O (1-[(3-chlorophenyl)(hydroxy)pyridin-3-ylacetyl]-L-proline). The yield is 101.0%. Reaction SMILES: [Cl:1][C:2]1[CH:3]=[C:4]([C:8]([OH:29])([C:23]2[CH:24]=[N:25][CH:26]=[CH:27][CH:28]=2)[C:9]([N:11]2[CH2:22][CH2:21][CH2:20][C@H:12]2[C:13]([O:15]C(C)(C)C)=[O:14])=[O:10])[CH:5]=[CH:6][CH:7]=1.Cl>C1COCC1>[Cl:1][C:2]1[CH:3]=[C:4]([C:8]([OH:29])([C:23]2[CH:24]=[N:25][CH:26]=[CH:27][CH:28]=2)[C:9]([N:11]2[CH2:22][CH2:21][CH2:20][C@H:12]2[C:13]([OH:15])=[O:14])=[O:10])[CH:5]=[CH:6][CH:7]=1. Procedure: The polar isomer of tert-butyl 1-[(3-chlorophenyl)(hydroxy)pyridin-3-ylacetyl]-L-prolinate (0.059 g, 0.14 mmol) was dissolved in THF (1 mL) and 6N hydrochloric acid (2 mL) and stirred for 24 hours at room temperature. The mixture was then evaporated in vacuo and vacuum dried to yield the polar isomer of 1-[(3-chlorophenyl)(hydroxy)pyridin-3-ylacetyl]-L-proline (0.051 g, HPLC RT=2.399 min, Method A; LCMS m/z=361). The reactants are C, COc1ccc(-c2c[nH]c3c(OCCCOCc4ccccc4)ccc(F)c3c2=O)cc1, CCO, [Pd]. Yields the product COc1ccc(-c2c[nH]c3c(OCCCO)ccc(F)c3c2=O)cc1. Reaction SMILES: [C:33].[CH2:1]([c:2]1[cH:3][cH:4][cH:5][cH:6][cH:7]1)[O:8][CH2:9][CH2:10][CH2:11][O:12][c:13]1[cH:14][cH:15][c:16]([F:32])[c:17]2[c:18](=[O:31])[c:19](-[c:23]3[cH:24][cH:25][c:26]([O:29][CH3:30])[cH:27][cH:28]3)[cH:20][nH:21][c:22]12.[CH3:35][CH2:36][OH:37].[Pd:34]>>[OH:8][CH2:9][CH2:10][CH2:11][O:12][c:13]1[cH:14][cH:15][c:16]([F:32])[c:17]2[c:18](=[O:31])[c:19](-[c:23]3[cH:24][cH:25][c:26]([O:29][CH3:30])[cH:27][cH:28]3)[cH:20][nH:21][c:22]12. Starting materials: S1C=C(C=C1)C=1N=C(OC1C1=CSC=C1)CCC=1C=C(C=CC1)O (3-[2-[4,5-di(3-thienyl)-2-oxazolyl]ethyl]phenol), BrCC(=O)OC (methyl bromoacetate), C([O-])([O-])=O.[K+].[K+] (potassium carbonate), [I-].[K+] (potassium iodide). The solvent is C(C)#N (acetonitrile). Reaction conditions: time 15 hour. Product: S1C=C(C=C1)C=1N=C(OC1C1=CSC=C1)CCC=1C=C(OCC(=O)OC)C=CC1 (methyl [3-[2-[4,5-di(3-thienyl)-2-oxazolyl]ethyl]phenoxy]acetate). Yield: 81.8%. RXN SMILES: [S:1]1[CH:5]=[CH:4][C:3]([C:6]2[N:7]=[C:8]([CH2:16][CH2:17][C:18]3[CH:19]=[C:20]([OH:24])[CH:21]=[CH:22][CH:23]=3)[O:9][C:10]=2[C:11]2[CH:15]=[CH:14][S:13][CH:12]=2)=[CH:2]1.Br[CH2:26][C:27]([O:29][CH3:30])=[O:28].C(=O)([O-])[O-].[K+].[K+].[I-].[K+]>C(#N)C>[S:1]1[CH:5]=[CH:4][C:3]([C:6]2[N:7]=[C:8]([CH2:16][CH2:17][C:18]3[CH:19]=[C:20]([CH:21]=[CH:22][CH:23]=3)[O:24][CH2:26][C:27]([O:29][CH3:30])=[O:28])[O:9][C:10]=2[C:11]2[CH:15]=[CH:14][S:13][CH:12]=2)=[CH:2]1 |f:2.3.4,5.6|. Procedure details: A mixture of 3-[2-[4,5-di(3-thienyl)-2-oxazolyl]ethyl]phenol (2.00 g, 5.6 mmol), methyl bromoacetate (1.04 g, 6.8 mmol), potassium carbonate (0.94 g, 6.8 mmol), potassium iodide (catalytic amount) and acetonitrile (100 mL) was stirred at reflux under an atmosphere of nitrogen. After 15 hours, the mixture was cooled, filtered and concentrated and the residue subjected to chromatography on a column of silica gel. Elution with a mixture of hexanes and ethyl acetate (7:2) gave methyl [3-[2-[4,5-di(3... Reactants: CNCC1CCC(c2nc(-c3ccc(Oc4ccccc4)cc3)c3c(N)nccn23)CC1, CNC. Product: CN(C)CC1CCC(c2nc(-c3ccc(Oc4ccccc4)cc3)c3c(N)nccn23)CC1. Reaction SMILES: [CH3:1][NH:2][CH2:3][CH:4]1[CH2:5][CH2:6][CH:7]([c:10]2[n:11][c:12](-[c:20]3[cH:21][cH:22][c:23]([O:26][c:27]4[cH:28][cH:29][cH:30][cH:31][cH:32]4)[cH:24][cH:25]3)[c:13]3[n:14]2[cH:15][cH:16][n:17][c:18]3[NH2:19])[CH2:8][CH2:9]1.[CH3:33][NH:34][CH3:35]>>[CH3:1][N:2]([CH2:3][CH:4]1[CH2:5][CH2:6][CH:7]([c:10]2[n:11][c:12](-[c:20]3[cH:21][cH:22][c:23]([O:26][c:27]4[cH:28][cH:29][cH:30][cH:31][cH:32]4)[cH:24][cH:25]3)[c:13]3[n:14]2[cH:15][cH:16][n:17][c:18]3[NH2:19])[CH2:8][CH2:9]1)[CH3:33]. Reactants: COC(=O)CCCCCCCCCCCCCCCBr, CN(C)P(=O)(N(C)C)N(C)C, Cl, Nc1ccc(C(=O)O)cc1, [Na+], [Na+], O=C([O-])[O-]. Yields the product COC(=O)CCCCCCCCCCCCCCCNc1ccc(C(=O)O)cc1. RXN SMILES: [Br:11][CH2:12][CH2:13][CH2:14][CH2:15][CH2:16][CH2:17][CH2:18][CH2:19][CH2:20][CH2:21][CH2:22][CH2:23][CH2:24][CH2:25][CH2:26][C:27](=[O:28])[O:29][CH3:30].[CH3:38][N:39]([P:40]([N:41]([CH3:42])[CH3:43])([N:44]([CH3:45])[CH3:46])=[O:47])[CH3:48].[ClH:37].[NH2:1][c:2]1[cH:3][cH:4][c:5]([C:8]([OH:9])=[O:10])[cH:6][cH:7]1.[Na+:31].[Na+:32].[O-:33][C:34](=[O:35])[O-:36]>>[NH:1]([c:2]1[cH:3][cH:4][c:5]([C:8]([OH:9])=[O:10])[cH:6][cH:7]1)[CH2:12][CH2:13][CH2:14][CH2:15][CH2:16][CH2:17][CH2:18][CH2:19][CH2:20][CH2:21][CH2:22][CH2:23][CH2:24][CH2:25][CH2:26][C:27](=[O:28])[O:29][CH3:30]. The reactants are CC1=NN(C(=C1)N)C1=C(C=CC=C1)C (3-methyl-1-(2-methylphenyl)-1H-pyrazol-5-amine), CC1=NN(C(=C1)N)C1=C(C=CC=C1)C (3-methyl-1-(2-methylphenyl)-1H-pyrazol-5-amine), BrBr (bromine), O (Water), [OH-].[K+] (KOH). The solvent is C(C)(=O)O (acetic acid), C(C)(=O)O (acetic acid). Reaction conditions: time 30 minute. Product: BrC=1C(=NN(C1N)C1=C(C=CC=C1)C)C (4-bromo-3-methyl-1-(2-methylphenyl)-1H-pyrazol-5-amine). Reaction SMILES: [CH3:1][C:2]1[CH:6]=[C:5]([NH2:7])[N:4]([C:8]2[CH:13]=[CH:12][CH:11]=[CH:10][C:9]=2[CH3:14])[N:3]=1.[Br:15]Br.O.[OH-].[K+]>C(O)(=O)C>[Br:15][C:6]1[C:2]([CH3:1])=[N:3][N:4]([C:8]2[CH:13]=[CH:12][CH:11]=[CH:10][C:9]=2[CH3:14])[C:5]=1[NH2:7] |f:3.4|. Reported procedure: To a solution of 3-methyl-1-(2-methylphenyl)-1H-pyrazol-5-amine (Intermediate F, 7.78 g, 41.7 mmol) in acetic acid (90 mL) was added a solution of bromine (6.64 g, 41.6 mmol) in acetic acid (10 mL). The reaction mixture was stirred for 30 min. Water was added to the reaction mixture, and the mixture was basified using a cold KOH solution (1 N). The white solid, 4-bromo-3-methyl-1-(2-methylphenyl)-1H-pyrazol-5-amine, was collected and used in the next step without purification.